This data is from the Open Reaction Database (ORD), a public repository of structured organic reaction records. The task is: describe an organic reaction: reactants, conditions, products, and yield Reactants: OC1CCN(Cc2ccccc2)CC1, CS(=O)(=O)Cl, Cc1ccccc1, [Cl-], [Na+], [Na+], [OH-], O. The product is OC1CCN(Cc2ccccc2)CC1, CS(=O)(=O)O. As a reaction SMILES: [CH2:1]([c:2]1[cH:3][cH:4][cH:5][cH:6][cH:7]1)[N:8]1[CH2:9][CH2:10][CH:11]([OH:14])[CH2:12][CH2:13]1.[CH3:17][S:18]([Cl:19])(=[O:20])=[O:21].[CH3:25][c:26]1[cH:27][cH:28][cH:29][cH:30][cH:31]1.[Cl-:22].[Na+:16].[Na+:23].[OH-:15].[OH2:24]>>[CH2:1]([c:2]1[cH:3][cH:4][cH:5][cH:6][cH:7]1)[N:8]1[CH2:9][CH2:10][CH:11]([OH:14])[CH2:12][CH2:13]1.[O:15]=[S:18]([CH3:17])(=[O:20])[OH:21]. Reported procedure: A mixture of 0.92 g (4.4 mmol) of 2, 6-diisopropylbenzyl chloride, 0.97 g (5.24 mmol) of potassium phthalimide and 8 ml of N, N-dimethylformamide was stirred at 70° C. for 1.5 hours. After cooling, the reaction mixture was mixed with water and extracted with ethyl acetate. The extract was washed with saturated saline, dried over anhydrous magnesium sulfate and the solvent evaporated in vacuo. The residue was mixed with 15 ml of hexane and 2 ml of ethyl acetate, stirred at room temperature, and t... Run at temperature 70 celsius, time 1.5 hour. RXN SMILES: [CH:1]([C:4]1[CH:11]=[CH:10][CH:9]=[C:8]([CH:12]([CH3:14])[CH3:13])[C:5]=1[CH2:6]Cl)([CH3:3])[CH3:2].[C:15]1(=[O:25])[NH:19][C:18](=[O:20])[C:17]2=[CH:21][CH:22]=[CH:23][CH:24]=[C:16]12.[K].CN(C)C=O>O>[CH:1]([C:4]1[CH:11]=[CH:10][CH:9]=[C:8]([CH:12]([CH3:14])[CH3:13])[C:5]=1[CH2:6][N:19]1[C:18](=[O:20])[C:17]2=[CH:21][CH:22]=[CH:23][CH:24]=[C:16]2[C:15]1=[O:25])([CH3:3])[CH3:2] |f:1.2,^1:25|. The solvent is O (water). Yield: 71.4%. Starting materials: C(C)(C)C1=C(CCl)C(=CC=C1)C(C)C (2, 6-diisopropylbenzyl chloride), C1(C=2C(C(N1)=O)=CC=CC2)=O.[K] (potassium phthalimide), CN(C=O)C (N, N-dimethylformamide). Yields the product C(C)(C)C1=C(CN2C(C=3C(C2=O)=CC=CC3)=O)C(=CC=C1)C(C)C (N-(2, 6-diisopropylbenzyl)-phthalimide). The reactants are COC(=O)c1cccc([N+](=O)[O-])c1Br, CCOC(C)=O, [H][H]. The product is COC(=O)c1cccc(N)c1Br. Reaction SMILES: [Br:3][c:4]1[c:5]([C:6](=[O:7])[O:8][CH3:9])[cH:10][cH:11][cH:12][c:13]1[N+:14]([O-:15])=[O:16].[CH3:17][CH2:18][O:19][C:20](=[O:21])[CH3:22].[H:1][H:2]>>[Br:3][c:4]1[c:5]([C:6](=[O:7])[O:8][CH3:9])[cH:10][cH:11][cH:12][c:13]1[NH2:14]. Reactants: Cl.C(CC)(=N)N (propioamidine hydrochloride), COC1=CC=C(C(=O)NN)C=C1 (4-methoxy-benzoic acid hydrazide), product 1a. Product: N=C(CC)N(N)C(C1=CC=C(C=C1)OC)=O (4-methoxy-benzoic acid-(1-imino-propyl)-hydrazide). As a reaction SMILES: Cl.[C:2](N)(=[NH:5])[CH2:3][CH3:4].[CH3:7][O:8][C:9]1[CH:18]=[CH:17][C:12]([C:13]([NH:15][NH2:16])=[O:14])=[CH:11][CH:10]=1>>[NH:5]=[C:2]([N:15]([C:13](=[O:14])[C:12]1[CH:11]=[CH:10][C:9]([O:8][CH3:7])=[CH:18][CH:17]=1)[NH2:16])[CH2:3][CH3:4] |f:0.1|. Procedure: Prepared from 4.90 g (45 mmol) propioamidine hydrochloride and 5.00 g (30 mmol) 4-methoxy-benzoic acid hydrazide analogously to the procedure laid down for intermediate product 1a). After distillation of the ethanol 10.0 g crude product are obtained, which are reacted without any further purification.